From a dataset of the Open Reaction Database (ORD), a public repository of structured organic reaction records. describe an organic reaction: reactants, conditions, products, and yield The reactants are BrCCC1(CC1)CC(=O)OCC (ethyl [1-(2-bromoethyl)cyclopropyl]acetate), O (water), [H-].[Na+] (sodium hydride), COC(=O)C1=CC=C(C=C1)CCC(C(=O)OCC=C)C(=O)OCC=C (diallyl 2-[4-(methoxy-carbonyl)phenyl]ethylmalonate). The solvent is CN(C)C=O (DMF), C(C)(=O)OCC (ethyl acetate), CN(C)C=O (DMF). Conditions: temperature 40 celsius, time 30 minute. The product is C(C)OC(CC1(CC1)CCC(C(=O)OCC=C)(C(=O)OCC=C)CCC1=CC=C(C=C1)C(=O)OC)=O (Diallyl {2-[1-(2-ethoxy-2-oxoethyl)cyclopropyl]ethyl}{2-[4-(methoxycarbonyl)phenyl]ethyl}-malonate). RXN SMILES: [H-].[Na+].[CH3:3][O:4][C:5]([C:7]1[CH:12]=[CH:11][C:10]([CH2:13][CH2:14][CH:15]([C:22]([O:24][CH2:25][CH:26]=[CH2:27])=[O:23])[C:16]([O:18][CH2:19][CH:20]=[CH2:21])=[O:17])=[CH:9][CH:8]=1)=[O:6].Br[CH2:29][CH2:30][C:31]1([CH2:34][C:35]([O:37][CH2:38][CH3:39])=[O:36])[CH2:33][CH2:32]1.O>CN(C=O)C.C(OCC)(=O)C>[CH2:38]([O:37][C:35](=[O:36])[CH2:34][C:31]1([CH2:30][CH2:29][C:15]([CH2:14][CH2:13][C:10]2[CH:9]=[CH:8][C:7]([C:5]([O:4][CH3:3])=[O:6])=[CH:12][CH:11]=2)([C:22]([O:24][CH2:25][CH:26]=[CH2:27])=[O:23])[C:16]([O:18][CH2:19][CH:20]=[CH2:21])=[O:17])[CH2:32][CH2:33]1)[CH3:39] |f:0.1|. Reported procedure: Under argon and at 0° C., 0.22 g (5.41 mmol) of sodium hydride (60% strength dispersion in mineral oil) is added a little at a time to a solution of 1.34 g (3.87 mmol) of diallyl 2-[4-(methoxy-carbonyl)phenyl]ethylmalonate in 10 ml of anhydrous DMF. The mixture is stirred at 40° C. for 30 min, and a solution of 1.00 g (4.25 mmol) of ethyl [1-(2-bromoethyl)cyclopropyl]acetate in 5 ml of anhydrous DMF is then added dropwise at this temperature. The reaction mixture is then heated at 110° C. for 12... Starting materials: FC1=NC(=CC=C1)C1=CC=C(C=C1)OCCCCCCCC (2-fluoro-6-(4-octyloxyphenyl)pyridine), C(C)(C)NC(C)C (diisopropylamine), C(CCC)[Li] (n-butyllithium), CN(C=O)C (N,N-dimethylformamide). Run in O1CCCC1 (tetrahydrofuran), O1CCCC1 (tetrahydrofuran), O1CCCC1 (tetrahydrofuran), CCCCCC (hexane). Conditions: temperature -78 celsius, time 4 hour. The product is FC1=NC(=CC=C1C=O)C1=CC=C(C=C1)OCCCCCCCC (2-fluoro-3-formyl-6-(4-octyloxyphenyl)pyridine). Isolated yield 55.2%. As a reaction SMILES: C(NC(C)C)(C)C.C([Li])CCC.[F:13][C:14]1[CH:19]=[CH:18][CH:17]=[C:16]([C:20]2[CH:25]=[CH:24][C:23]([O:26][CH2:27][CH2:28][CH2:29][CH2:30][CH2:31][CH2:32][CH2:33][CH3:34])=[CH:22][CH:21]=2)[N:15]=1.CN(C)[CH:37]=[O:38]>O1CCCC1.CCCCCC>[F:13][C:14]1[C:19]([CH:37]=[O:38])=[CH:18][CH:17]=[C:16]([C:20]2[CH:25]=[CH:24][C:23]([O:26][CH2:27][CH2:28][CH2:29][CH2:30][CH2:31][CH2:32][CH2:33][CH3:34])=[CH:22][CH:21]=2)[N:15]=1. Procedure: 2.55 ml (18.2mmol) of diisopropylamine in 30 ml of tetrahydrofuran are stirred at 0° C. with 11.4 ml (18.2mmol) of a 1.6-molar n-butyllithium solution in hexane for one hour. After addition of 170 ml of tetrahydrofuran and cooling to -78° C., 3.64 g (12.1 mmol) of 2-fluoro-6-(4-octyloxyphenyl)pyridine (prepared as described in EXAMPLE 2) in 90 ml of tetrahydrofuran are added dropwise, and the mixture is stirred at -78° C. for 4 hours. 1.86 ml (24.2mmol) of N,N-dimethylformamide are then added dr... The reactants are IC1=NN(C2=NC=NC(=C21)N)C(C)C (3-iodo-1-isopropyl-1H-pyrazolo[3,4-d]pyrimidin-4-amine), CNC=1SC2=C(N1)C=CC(=C2)B2OC(C(O2)(C)C)(C)C (N-methyl-6-(4,4,5,5-tetramethyl-1,3,2-dioxaborolan-2-yl)benzo[d]thiazol-2-amine), CNC=1SC2=C(N1)C=CC(=C2)B2OC(C(O2)(C)C)(C)C (N-methyl-6-(4,4,5,5-tetramethyl-1,3,2-dioxaborolan-2-yl)benzo[d]thiazol-2-amine), C1(=CC=CC=C1)P(C1=CC=CC=C1)C1=CC=CC=C1 (triphenyl phosphine), C(=O)([O-])[O-].[Na+].[Na+] (Na2CO3). Reagents/catalysts: CC(=O)[O-].CC(=O)[O-].[Pd+2] (Pd(OAc)2). The solvent is CN(C)C=O (DMF), CCO (EtOH), O (H2O). Run at temperature 90 celsius, time 1.5 hour. Yields the product C(C)(C)N1N=C(C=2C1=NC=NC2N)C2=CC1=C(N=C(S1)NC)C=C2 (1-isopropyl-3-(2-(methylamino)benzo[d]thiazol-6-yl)-1H-pyrazolo[3,4-d]pyrimidin-4-amine). Isolated yield 34.1%. RXN SMILES: I[C:2]1[C:10]2[C:5](=[N:6][CH:7]=[N:8][C:9]=2[NH2:11])[N:4]([CH:12]([CH3:14])[CH3:13])[N:3]=1.[CH3:15][NH:16][C:17]1[S:18][C:19]2[CH:25]=[C:24](B3OC(C)(C)C(C)(C)O3)[CH:23]=[CH:22][C:20]=2[N:21]=1.C1(P(C2C=CC=CC=2)C2C=CC=CC=2)C=CC=CC=1.C([O-])([O-])=O.[Na+].[Na+]>CN(C=O)C.CCO.O.CC([O-])=O.CC([O-])=O.[Pd+2]>[CH:12]([N:4]1[C:5]2=[N:6][CH:7]=[N:8][C:9]([NH2:11])=[C:10]2[C:2]([C:24]2[CH:23]=[CH:22][C:20]3[N:21]=[C:17]([NH:16][CH3:15])[S:18][C:19]=3[CH:25]=2)=[N:3]1)([CH3:14])[CH3:13] |f:3.4.5,9.10.11|. Procedure details: A mixture of 3-iodo-1-isopropyl-1H-pyrazolo[3,4-d]pyrimidin-4-amine (104) (47 mg, 0.16 mmol), N-methyl-6-(4,4,5,5-tetramethyl-1,3,2-dioxaborolan-2-yl)benzo[d]thiazol-2-amine (703 (37 mg, 0.13 mmol), Pd(OAc)2 (6 mg, 0.027 mmol), triphenyl phosphine (20 mg, 0.076 mmol) and Na2CO3 (69 mg, 0.65 mmol) was dissolved in a mixture of DMF (4 mL), EtOH (4 mL) and H2O (2 mL). The resulting mixture was degassed and back-filled with argon three times and then stirred at 90° C. for 1.5 h. The mixture was allo...